This data is from the Open Reaction Database (ORD), a public repository of structured organic reaction records. The task is: describe an organic reaction: reactants, conditions, products, and yield The reactants are C(C)OC(C)=O (Ethylacetate), CC1(OC(NC2=C1C=C(C=C2)C2=CC=C(N2)C#N)=O)C (5-(4,4-dimethyl-2-oxo-1,4-dihydro-2H-3,1-benzoxazin-6-yl)-1H-pyrrole-2-carbonitrile), C([O-])([O-])=O.[K+].[K+] (potassium carbonate), ICC (iodoethane). Solvent: O (water), CN(C=O)C (dimethylformamide). Conditions: time 3 hour. The product is CC1(OC(NC2=C1C=C(C=C2)C2=CC=C(N2CC)C#N)=O)C (5-(4,4-Dimethyl-2-oxo-1,4-dihydro-2H-3, 1-benzoxazin-6-yl)-1-ethyl-1H-pyrrole-2-carbonitrile). Reaction SMILES: [CH3:1][C:2]1([CH3:20])[C:7]2[CH:8]=[C:9]([C:12]3[NH:16][C:15]([C:17]#[N:18])=[CH:14][CH:13]=3)[CH:10]=[CH:11][C:6]=2[NH:5][C:4](=[O:19])[O:3]1.C(=O)([O-])[O-].[K+].[K+].I[CH2:28][CH3:29].C(OC(=O)C)C>CN(C)C=O.O>[CH3:1][C:2]1([CH3:20])[C:7]2[CH:8]=[C:9]([C:12]3[N:16]([CH2:28][CH3:29])[C:15]([C:17]#[N:18])=[CH:14][CH:13]=3)[CH:10]=[CH:11][C:6]=2[NH:5][C:4](=[O:19])[O:3]1 |f:1.2.3|. Procedure: To a solution of 5-(4,4-dimethyl-2-oxo-1,4-dihydro-2H-3,1-benzoxazin-6-yl)-1H-pyrrole-2-carbonitrile (1.3 g, 5 mmol) in dimethylformamide (25 ml) was added potassium carbonate (1 g, 7.5 mmol), and iodoethane (0.4 ml, 5.1 mmol), and the mixture was stirred at room temperature for 3 hours. Ethylacetate and water were added, the ethylacetate layer was separated, dried over magnesium sulfate, and concentrated in vacuo. The residue was recrystallized from ethylacetate/hexane to afford the title compo... Starting materials: COC(=O)c1cc(S(C)(=O)=O)ccc1OCC1CCC1, Cl, [Na+], C1CCOC1, [OH-]. Yields the product CS(=O)(=O)c1ccc(OCC2CCC2)c(C(=O)O)c1. Reaction SMILES: [CH3:1][O:2][C:3]([c:4]1[c:5]([O:14][CH2:15][CH:16]2[CH2:17][CH2:18][CH2:19]2)[cH:6][cH:7][c:8]([S:10](=[O:11])(=[O:12])[CH3:13])[cH:9]1)=[O:20].[ClH:23].[Na+:22].[O:24]1[CH2:25][CH2:26][CH2:27][CH2:28]1.[OH-:21]>>[O:2]=[C:3]([c:4]1[c:5]([O:14][CH2:15][CH:16]2[CH2:17][CH2:18][CH2:19]2)[cH:6][cH:7][c:8]([S:10](=[O:11])(=[O:12])[CH3:13])[cH:9]1)[OH:20].